Dataset: the Open Reaction Database (ORD), a public repository of structured organic reaction records. Task: describe an organic reaction: reactants, conditions, products, and yield Reactants: O (water), ClC=1C=C(C(=O)O)C=CC1C(=O)OC (3-chloro-4-(methoxycarbonyl)benzoic acid), CCOC(=O)C (EtOAc). The solvent is C1CCOC1 (THF). Run at temperature 76 celsius. Yields the product ClC1=C(C(=O)OC)C=CC(=C1)CO (methyl 2-chloro-4-(hydroxymethyl)benzoate). Yield: 91.8%. As a reaction SMILES: [Cl:1][C:2]1[CH:3]=[C:4]([CH:8]=[CH:9][C:10]=1[C:11]([O:13][CH3:14])=[O:12])[C:5](O)=[O:6].O.CCOC(C)=O>C1COCC1>[Cl:1][C:2]1[CH:3]=[C:4]([CH2:5][OH:6])[CH:8]=[CH:9][C:10]=1[C:11]([O:13][CH3:14])=[O:12]. Procedure: To a solution of 3-chloro-4-(methoxycarbonyl)benzoic acid (400 mg, 1.9 mmol) in anhydrous THF (15 mL) was added Borane methyl sulfide complex (10 M, 0.56 mL, 5.6 mmol). The resulting solution was heated at 76° C. for 6 hours. After being cooled, the mixture was slowly poured into water (40 mL) at −10° C., then followed a standard aqueous/EtOAc workup procedure to give crude product (350 mg, yield 94%).